Dataset: the Open Reaction Database (ORD), a public repository of structured organic reaction records. Task: describe an organic reaction: reactants, conditions, products, and yield Reactants: [Si](C1=CC=CC=C1)(C1=CC=CC=C1)(C(C)(C)C)OCC/C=C/[C@H](CC(C)C)NC(OC(C)(C)C)=O ((S,E)-tert-Butyl 8-(tert-butyldiphenylsilyloxy)-2-methyloct-5-en-4-ylcarbamate), CCCC[N+](CCCC)(CCCC)CCCC.[F-] (TBAF), ( 55 ), ( 65 ), C(Cl)Cl (CH2Cl2), C14H27NO3. Solvent: C1CCOC1 (THF). Conditions: time 2 hour. Product: OCC/C=C/[C@H](CC(C)C)NC(OC(C)(C)C)=O ((S,E)-tert-Butyl 8-hydroxy-2-methyloct-5-en-4-ylcarbamate). Reaction SMILES: [Si]([O:18][CH2:19][CH2:20]/[CH:21]=[CH:22]/[C@@H:23]([NH:28][C:29](=[O:35])[O:30][C:31]([CH3:34])([CH3:33])[CH3:32])[CH2:24][CH:25]([CH3:27])[CH3:26])(C(C)(C)C)(C1C=CC=CC=1)C1C=CC=CC=1.CCCC[N+](CCCC)(CCCC)CCCC.[F-].C(Cl)Cl>C1COCC1>[OH:18][CH2:19][CH2:20]/[CH:21]=[CH:22]/[C@@H:23]([NH:28][C:29](=[O:35])[O:30][C:31]([CH3:32])([CH3:34])[CH3:33])[CH2:24][CH:25]([CH3:27])[CH3:26] |f:1.2|. Procedure details: To a solution of crude (4) (12.0 g, 24.3 mmol) in THF (200 mL) at 0° C. was added TBAF (1.0 M in THF, 1.25 eq, 30.4 mL, 30.4 mmol) and the reaction was warmed to RT and stirred for 2 h. The reaction was quenched with sat. aq. NH4Cl, organic layer washed with brine, dried (MgSO4), filtered and concentrated. The crude residue was purified by chromatography on SiO2 (3:7, EtOAc:hexanes) to yield 5.51 g (88%, 2 steps) as a colorless oil. [α]D −12.7 (c 1.0, CH2Cl2); 1H NMR δ 5.56 (dt, 1H, J=15.3, 6.9 ...